From a dataset of the Open Reaction Database (ORD), a public repository of structured organic reaction records. describe an organic reaction: reactants, conditions, products, and yield Reactants: CC(C)CCC[C@H](C)[C@H]1CC[C@H]2C3=CC(C4CC(CC[C@]4(C)[C@H]3CC[C@]12C)=O)=O ((S)-7-Cholesten-3,6-dione), C1CCOC1 (THF), [Cl-].[NH4+] (ammonium chloride), S(=S)(=O)([O-])[O-].[Na+].[Na+] (sodium thiosulfate), OO (hydrogen peroxide), [OH-].[Na+] (sodium hydroxide). Run at time 40 minute. Product: O1[C@H]2[C@@H]1C(C[C@@H]1C(OC=3[C@@H]4CC[C@H]([C@@H](CCCC(C)C)C)[C@]4(CCC3[C@@]21C)C)=O)=O ((1R,2R,55)-1,2-Epoxy-7-oxa-8-cholesten-3,6-dione). Isolated yield 35.0%. As a reaction SMILES: [CH3:1][CH:2]([CH2:4][CH2:5][CH2:6][C@@H:7]([C@@H:9]1[C@:26]2(C)[C@H:12]([C:13]3[C@H:23](C[CH2:25]2)[C@:21]2(C)[CH:16]([CH2:17][C:18](=[O:28])[CH2:19][CH2:20]2)C(=O)C=3)[CH2:11][CH2:10]1)[CH3:8])[CH3:3].OO.[OH-:32].[Na+].[Cl-].[NH4+].S([O-])([O-])(=[O:38])=S.[Na+].[Na+].[CH2:43]1[CH2:47][O:46][CH2:45][CH2:44]1>>[O:32]1[C@H:17]2[C:18](=[O:28])[CH2:19][C@H:43]3[C@:21]([CH3:20])([C@@H:16]12)[C:23]1[CH2:13][CH2:12][C@@:26]2([CH3:25])[C@@H:44]([CH2:11][CH2:10][C@@H:9]2[C@H:7]([CH3:8])[CH2:6][CH2:5][CH2:4][CH:2]([CH3:3])[CH3:1])[C:45]=1[O:46][C:47]3=[O:38] |f:2.3,4.5,6.7.8|. Procedure: Compound 4 (11.0 mg, 0.0276 mmol) obtained in Example 4 was dissolved in THF (1.0 mL), and 30% aqueous hydrogen peroxide (8.5 μL, 0.0828 mmol) and 10% aqueous sodium hydroxide solution (20.1 μL, 0.0551 mmol) were added thereto at 0° C., followed by stirring at room temperature for 40 minutes. A saturated aqueous ammonium chloride solution and a saturated aqueous sodium thiosulfate solution were added to the reaction mixture, followed by extraction with ethyl acetate twice. The organic layer was ...